From a dataset of the Open Reaction Database (ORD), a public repository of structured organic reaction records. describe an organic reaction: reactants, conditions, products, and yield The reactants are FC(C(=O)OC(C(F)(F)F)=O)(F)F (trifluoroacetic anhydride), C(=O)=O.CC(=O)C (dry ice acetone), C(O)([O-])=O.[Na+] (Sodium hydrogen carbonate), ClC=1C(N(N=CC1NCC(COC1=C(C=C(C=C1)C(=O)OC)CCC)O)C(C)C)=O (4-chloro-5-[3-(2-n-propyl-4-methoxycarbonylphenoxy)-2-hydroxypropylamino]-2-i-propyl-3(2H)pyridazinone). The solvent is O1CCCC1 (tetrahydrofuran), C(C)N(CC)CC (triethylamine), O1CCCC1 (tetrahydrofuran), O1CCCC1 (tetrahydrofuran), CS(=O)C (dimethylsulfoxide). Reaction conditions: time 20 minute. The product is ClC=1C(N(N=CC1NCC(COC1=C(C=C(C=C1)C(=O)OC)CCC)=O)C(C)C)=O (4-Chloro-5-[3-(2-n-propyl-4-methoxycarbonylphenoxy)-2-oxopropylamino]-2-i-propyl-3(2H)pyridazinone). As a reaction SMILES: C(=O)=O.CC(C)=O.FC(F)(F)C(OC(=O)C(F)(F)F)=O.[Cl:21][C:22]1[C:23](=[O:50])[N:24]([CH:47]([CH3:49])[CH3:48])[N:25]=[CH:26][C:27]=1[NH:28][CH2:29][CH:30]([OH:46])[CH2:31][O:32][C:33]1[CH:38]=[CH:37][C:36]([C:39]([O:41][CH3:42])=[O:40])=[CH:35][C:34]=1[CH2:43][CH2:44][CH3:45].C(=O)([O-])O.[Na+]>O1CCCC1.C(N(CC)CC)C.CS(C)=O>[Cl:21][C:22]1[C:23](=[O:50])[N:24]([CH:47]([CH3:49])[CH3:48])[N:25]=[CH:26][C:27]=1[NH:28][CH2:29][C:30](=[O:46])[CH2:31][O:32][C:33]1[CH:38]=[CH:37][C:36]([C:39]([O:41][CH3:42])=[O:40])=[CH:35][C:34]=1[CH2:43][CH2:44][CH3:45] |f:0.1,4.5|. Reported procedure: A mixture of 1.11 g of dimethylsulfoxide and 20 ml of tetrahydrofuran was cooled with dry ice-acetone, and a mixture of 2.24 g of trifluoroacetic anhydride and 3.67 ml of tetrahydrofuran, was gradually dropwise added thereto. The mixture was stirred for 20 minutes, and then a solution obtained by dissolving 0.93 g of 4-chloro-5-[3-(2-n-propyl-4-methoxycarbonylphenoxy)-2-hydroxypropylamino]-2-i-propyl-3(2H)pyridazinone (Compound No. 44) in 8 ml of tetrahydrofuran, was dropwise added thereto. The ... Reactants: C1=CC=CC=2CN(CC3=C(C21)C=CC=C3)C#N (5,7-dihydro-6H-dibenz[c,e]azepine-6-carbonitrile), OCCN1CCOCC1 (4-(2-hydroxyethyl)-morpholine). Product: C1=CC=CC=2CN(CC3=C(C21)C=CC=C3)C(OCCN3CCOCC3)=N (2-morpholino-ethyl 5,7-dihydro-6H-dibenz[c,e]-azepine-6-carboximidate). As a reaction SMILES: [CH:1]1[C:11]2[C:10]3[CH:12]=[CH:13][CH:14]=[CH:15][C:9]=3[CH2:8][N:7]([C:16]#[N:17])[CH2:6][C:5]=2[CH:4]=[CH:3][CH:2]=1.[OH:18][CH2:19][CH2:20][N:21]1[CH2:26][CH2:25][O:24][CH2:23][CH2:22]1>>[CH:1]1[C:11]2[C:10]3[CH:12]=[CH:13][CH:14]=[CH:15][C:9]=3[CH2:8][N:7]([C:16](=[NH:17])[O:18][CH2:19][CH2:20][N:21]3[CH2:26][CH2:25][O:24][CH2:23][CH2:22]3)[CH2:6][C:5]=2[CH:4]=[CH:3][CH:2]=1. Procedure details: starting from 5,7-dihydro-6H-dibenz[c,e]azepine-6-carbonitrile and 4-(2-hydroxyethyl)-morpholine, there is obtained 2-morpholino-ethyl 5,7-dihydro-6H-dibenz[c,e]-azepine-6-carboximidate as a resin, mass spectrum m/e: M+ 351 (1), 238 (10), 113 (100); Starting materials: p-toluenesulfonylhydrazide, S(=O)(=O)(C1=CC=C(C)C=C1)NN (TsNHNH2), OC1C=C2CC[C@H]3[C@@H]4CCC([C@@]4(C)CC[C@@H]3[C@]2(CC1)CO)=O (3,19-Dihydroxyandrost-4-en-17-one). Solvent: CO (methanol). Reaction conditions: time 16 hour. The product is S(=O)(=O)(C1=CC=C(C)C=C1)NN=C1[C@]2(C)[C@@H](CC1)[C@@H]1CCC3=CC(CC[C@]3(CO)[C@H]1CC2)O (3,19-Dihydroxyandrost-4-en-17-one tosylhydrazone). Reaction SMILES: [OH:1][CH:2]1[CH2:19][CH2:18][C@@:17]2([CH2:20][OH:21])[C:4]([CH2:5][CH2:6][C@@H:7]3[C@@H:16]2[CH2:15][CH2:14][C@@:12]2([CH3:13])[C@H:8]3[CH2:9][CH2:10][C:11]2=O)=[CH:3]1.[S:23]([NH:33][NH2:34])([C:26]1[CH:32]=[CH:31][C:29]([CH3:30])=[CH:28][CH:27]=1)(=[O:25])=[O:24]>CO>[S:23]([NH:33][N:34]=[C:11]1[CH2:10][CH2:9][C@H:8]2[C@H:7]3[C@H:16]([CH2:15][CH2:14][C@:12]12[CH3:13])[C@:17]1([CH2:20][OH:21])[C:4](=[CH:3][CH:2]([OH:1])[CH2:19][CH2:18]1)[CH2:5][CH2:6]3)([C:26]1[CH:27]=[CH:28][C:29]([CH3:30])=[CH:31][CH:32]=1)(=[O:24])=[O:25]. Reported procedure: 3,19-Dihydroxyandrost-4-en-17-one (19) is heated under reflux in methanol with one equivalent of p-toluenesulfonylhydrazide (TsNHNH2, a) for 16 hours. After cooling, the mixture is evaporated to give the crude product. Purification yields the tosylhydrazone (20). Starting materials: FC=1C=C2CCCOC2=C(C1)OCCN=[N+]=[N-] (2-(6-fluorochroman-8-yloxy)ethylazide), C1(=CC=CC=C1)P(C1=CC=CC=C1)C1=CC=CC=C1 (triphenylphosphine). The solvent is O (water). Conditions: time 18 hour. Product: FC=1C=C2CCCOC2=C(C1)OCCN (2-(6-Fluorochroman-8-yloxy)ethylamine). The yield is 96.1%. RXN SMILES: [F:1][C:2]1[CH:3]=[C:4]2[C:9](=[C:10]([O:12][CH2:13][CH2:14][N:15]=[N+]=[N-])[CH:11]=1)[O:8][CH2:7][CH2:6][CH2:5]2.C1(P(C2C=CC=CC=2)C2C=CC=CC=2)C=CC=CC=1>O>[F:1][C:2]1[CH:3]=[C:4]2[C:9](=[C:10]([O:12][CH2:13][CH2:14][NH2:15])[CH:11]=1)[O:8][CH2:7][CH2:6][CH2:5]2. Procedure details: A solution of 2-(6-fluorochroman-8-yloxy)ethylazide (4.12 g, 0.017 mol) and triphenylphosphine (6.83 g, 0.026 mol) in tetrahydrofliran (80 ml) and water (1.5 ml) was allowed to stir for 18 hours at room temperature. The solvent was removed under vacuum. Chromatography (ethyl acetate) removed triphenylphosphine and triphenylphosphine oxide and (40% methanol-methylene chloride plus ammonium hydroxide) afforded 3.45 g (94%) of product as a white solid: mp 68-70° C. Procedure: To a stirred suspension of 4.13 g of 5-fluoroisatin in 40 ml of water was added a solution of 5.62 g of sodium hydroxide in 20 ml of water. This mixture was heated to 85°-90° C. and a warm solution of 9.3 g of 2-amino-1 (2'-fluoro[1,1'-biphenyl]-4-yl)ethanone, hydrochloride in 140 ml of ethanol:water (1:1) and 30 ml of tetrahydrofuran was added dropwise over 2 hours. This mixture was stirred at reflux for 2 hours, then the ethanol was distilled off. The reaction was filtered and the filtrate aci... RXN SMILES: [F:1][C:2]1[CH:3]=[C:4]2[C:8](=[CH:9][CH:10]=1)[NH:7][C:6](=[O:11])[C:5]2=O.[OH-:13].[Na+].Cl.[NH2:16][CH2:17][C:18]([C:20]1[CH:25]=[CH:24][C:23]([C:26]2[CH:31]=[CH:30][CH:29]=[CH:28][C:27]=2[F:32])=[CH:22][CH:21]=1)=O>O.C(O)C.O.O1CCCC1>[NH2:16][C:17]1[C:18]([C:20]2[CH:25]=[CH:24][C:23]([C:26]3[CH:31]=[CH:30][CH:29]=[CH:28][C:27]=3[F:32])=[CH:22][CH:21]=2)=[N:7][C:8]2[C:4]([C:5]=1[C:6]([OH:11])=[O:13])=[CH:3][C:2]([F:1])=[CH:10][CH:9]=2 |f:1.2,3.4,6.7|. Starting materials: Cl.NCC(=O)C1=CC=C(C=C1)C1=C(C=CC=C1)F (2-amino-1 (2'-fluoro[1,1'-biphenyl]-4-yl)ethanone, hydrochloride), [OH-].[Na+] (sodium hydroxide), FC=1C=C2C(C(NC2=CC1)=O)=O (5-fluoroisatin). The solvent is C(C)O.O (ethanol water), O1CCCC1 (tetrahydrofuran), O (water), O (water). The yield is 79.1%. Product: NC=1C(=NC2=CC=C(C=C2C1C(=O)O)F)C1=CC=C(C=C1)C1=C(C=CC=C1)F (3-Amino-6-fluoro-2-(2'-fluoro[1,1'-biphenyl]-4-yl)-4-quinolinecarboxylic acid).